Dataset: the Open Reaction Database (ORD), a public repository of structured organic reaction records. Task: describe an organic reaction: reactants, conditions, products, and yield The reactants are CC1=C(C(=CC(=C1)[N+](=O)[O-])C)C1=CC=C(C=C1)C(F)(F)F (2,6-dimethyl-4-nitro-4′-trifluoromethyl-biphenyl). The reagents and catalysts are [Pd] (palladium on carbon). Run in C(C)O (ethanol). Run at time 4 hour. Product: CC1=C(C(=CC(=C1)N)C)C1=CC=C(C=C1)C(F)(F)F (2,6-Dimethyl-4′-trifluoromethyl-biphenyl-4-ylamine). Isolated yield 103.1%. Reaction SMILES: [CH3:1][C:2]1[CH:7]=[C:6]([N+:8]([O-])=O)[CH:5]=[C:4]([CH3:11])[C:3]=1[C:12]1[CH:17]=[CH:16][C:15]([C:18]([F:21])([F:20])[F:19])=[CH:14][CH:13]=1>C(O)C.[Pd]>[CH3:1][C:2]1[CH:7]=[C:6]([NH2:8])[CH:5]=[C:4]([CH3:11])[C:3]=1[C:12]1[CH:17]=[CH:16][C:15]([C:18]([F:19])([F:21])[F:20])=[CH:14][CH:13]=1. Procedure details: To a solution of 2,6-dimethyl-4-nitro-4′-trifluoromethyl-biphenyl (0.68 g) in ethanol (20 mL) is added 10% palladium on carbon (0.02 g). The reaction is charged to 30 psi under a hydrogen atmosphere and allowed to stir for 4 h. The mixture is then filtered through a pad of Celite®. The solution is concentrated and purified by reverse phase HPLC using 0.1% TFA in water and acetonitrile to afford 0.63 g of the titled compound. 1H-NMR. Reactants: O=C([O-])[O-], C1CCOC1, OB(O)c1ccc(Cl)cc1Cl, O=[N+]([O-])c1ccc(Cl)nc1Cl, [Na+], [Na+]. The product is O=[N+]([O-])c1ccc(Cl)nc1-c1ccc(Cl)cc1Cl. Reaction SMILES: [C:23](=[O:24])([O-:25])[O-:26].[CH2:29]1[O:30][CH2:31][CH2:32][CH2:33]1.[Cl:12][c:13]1[c:14]([B:20]([OH:21])[OH:22])[cH:15][cH:16][c:17]([Cl:19])[cH:18]1.[Cl:1][c:2]1[n:3][c:4]([Cl:11])[cH:5][cH:6][c:7]1[N+:8](=[O:9])[O-:10].[Na+:27].[Na+:28]>>[c:2]1(-[c:14]2[c:13]([Cl:12])[cH:18][c:17]([Cl:19])[cH:16][cH:15]2)[n:3][c:4]([Cl:11])[cH:5][cH:6][c:7]1[N+:8](=[O:9])[O-:10]. Starting materials: C(=O)C=1NC2=CC=CC=C2C1 (2-formylindole), [H-].[Na+] (NaH), [I-].CC(=C[SH2+])C (dimethylvinylsulfonium iodide). Run in C1CCOC1 (THF). Run at time 15 hour. Yields the product O1C2C1CN1C2=CC=2C=CC=CC12 (1,2-Epoxy-2,3-dihydro-1H-pyrrolo[1,2-a]indole). Reaction SMILES: [CH:1]([C:3]1[NH:4][C:5]2[C:10]([CH:11]=1)=[CH:9][CH:8]=[CH:7][CH:6]=2)=[O:2].[H-].[Na+].[I-].[CH3:15][C:16](C)=C[SH2+]>C1COCC1>[O:2]1[CH:15]2[CH2:16][N:4]3[C:5]4[CH:6]=[CH:7][CH:8]=[CH:9][C:10]=4[CH:11]=[C:3]3[CH:1]12 |f:1.2,3.4|. Procedure: In a 100-mL round-bottom flask, a total of 626 mg (4.31 mmol) of 2-formylindole and 259 mg (8.63 mmol) of NaH (80% dispersion in mineral oil) was stirred in 50 mL of dry THF under N2 at 0° C. ice bath). A total of 935 mg (4.31 mmol) of dimethylvinylsulfonium iodide was added after 20 minutes and the reaction mixture was stirred overnight (about 15 hours). The mixture was then evaporated under reduced pressure and the residue was washed with pentane or hexane. The filtrate was evaporated under re... Reactants: CC(=O)O, CC(N)c1cccc2ccccc12, O=Cc1ccnn1-c1ccccc1. Product: CC(NCc1ccnn1-c1ccccc1)c1cccc2ccccc12. Reaction SMILES: [CH3:27][C:28](=[O:29])[OH:30].[c:14]1([CH:24]([CH3:25])[NH2:26])[cH:15][cH:16][cH:17][c:18]2[cH:19][cH:20][cH:21][cH:22][c:23]12.[c:1]1(-[n:7]2[n:8][cH:9][cH:10][c:11]2[CH:12]=[O:13])[cH:2][cH:3][cH:4][cH:5][cH:6]1>>[c:1]1(-[n:7]2[n:8][cH:9][cH:10][c:11]2[CH2:12][NH:26][CH:24]([c:14]2[cH:15][cH:16][cH:17][c:18]3[cH:19][cH:20][cH:21][cH:22][c:23]23)[CH3:25])[cH:2][cH:3][cH:4][cH:5][cH:6]1.